From a dataset of the Open Reaction Database (ORD), a public repository of structured organic reaction records. describe an organic reaction: reactants, conditions, products, and yield Reactants: COc1ccc(NC(=O)c2ccccc2)cc1OC1CCCC1, COc1ccc(NC(=O)c2ccncc2)cc1OC1CCCC1, COc1ccc(NC(=O)c2cccc([N+](=O)[O-])c2)cc1OC1CCCC1, COc1ccc(NC(=O)c2ccccc2C(N)=O)cc1OC1CCCC1, COc1ccc(NC(=O)c2c(Cl)cncc2Cl)cc1OC1CCCC1. Yields the product COc1ccc(NC(=O)c2ccccc2[N+](=O)[O-])cc1OC1CCCC1. As a reaction SMILES: [C:76]([NH:77][c:78]1[cH:79][cH:80][c:81]([O:82][CH3:83])[c:84]([O:85][CH:86]2[CH2:87][CH2:88][CH2:89][CH2:90]2)[cH:91]1)(=[O:92])[c:93]1[cH:94][cH:95][cH:96][cH:97][cH:98]1.[CH:1]1([O:2][c:3]2[cH:4][c:5]([NH:6][C:7]([c:8]3[cH:9][cH:10][n:11][cH:12][cH:13]3)=[O:14])[cH:15][cH:16][c:17]2[O:18][CH3:19])[CH2:20][CH2:21][CH2:22][CH2:23]1.[CH:24]1([O:25][c:26]2[cH:27][c:28]([NH:34][C:35](=[O:36])[c:37]3[cH:38][cH:39][cH:40][c:44]([N+:41](=[O:42])[O-:43])[cH:45]3)[cH:29][cH:30][c:31]2[O:32][CH3:33])[CH2:46][CH2:47][CH2:48][CH2:49]1.[CH:50]1([O:55][c:56]2[cH:57][c:58]([NH:64][C:65](=[O:66])[c:67]3[c:68]([C:73]([NH2:74])=[O:75])[cH:69][cH:70][cH:71][cH:72]3)[cH:59][cH:60][c:61]2[O:62][CH3:63])[CH2:51][CH2:52][CH2:53][CH2:54]1.[CH:99]1([O:100][c:101]2[cH:102][c:103]([NH:104][C:105]([c:106]3[c:107]([Cl:108])[cH:109][n:110][cH:111][c:112]3[Cl:113])=[O:114])[cH:115][cH:116][c:117]2[O:118][CH3:119])[CH2:120][CH2:121][CH2:122][CH2:123]1>>[N+:41](=[O:42])([O-:43])[c:68]1[c:67]([C:65]([NH:64][c:58]2[cH:57][c:56]([O:55][CH:50]3[CH2:51][CH2:52][CH2:53][CH2:54]3)[c:61]([O:62][CH3:63])[cH:60][cH:59]2)=[O:66])[cH:72][cH:71][cH:70][cH:69]1. Starting materials: FC1=CC=C(C(=O)N2C[C@H](CCC2)C(=O)NNC(C2=CC=C(C=C2)F)=O)C=C1 (4-fluoro-benzoic acid N′-[(S)-1-(4-fluoro-benzoyl)-piperidine-3-carbonyl]-hydrazide), C1(=CC=C(C=C1)S(=O)(=O)Cl)C (4-toluenesulfonyl chloride), C(C)(C)(C)N=P1(N(CCCN1C)C)N(CC)CC (2-tert-Butylimino-2-diethylamino-1,3-dimethyl-perhydro-1,3,2-diaza-phosphorine), CCN(CC)P1(=NC(C)(C)C)N(CCCN1C)C (BEMP). Run in O1CCCC1 (tetrahydrofuran). The product is FC1=CC=C(C=C1)C(=O)N1CC(CCC1)C=1OC(=NN1)C1=CC=C(C=C1)F ((4-Fluoro-phenyl)-{3-[5-(4-fluoro-phenyl)-[1,3,4]oxadiazol-2-yl]-piperidin-1-yl}-methanone), solid. The yield is 85.0%. RXN SMILES: [F:1][C:2]1[CH:28]=[CH:27][C:5]([C:6]([N:8]2[CH2:13][CH2:12][CH2:11][C@H:10]([C:14]([NH:16][NH:17][C:18](=O)[C:19]3[CH:24]=[CH:23][C:22]([F:25])=[CH:21][CH:20]=3)=[O:15])[CH2:9]2)=[O:7])=[CH:4][CH:3]=1.C1(C)C=CC(S(Cl)(=O)=O)=CC=1.C(N=P1(N(CC)CC)N(C)CCCN1C)(C)(C)C>O1CCCC1>[F:1][C:2]1[CH:28]=[CH:27][C:5]([C:6]([N:8]2[CH2:13][CH2:12][CH2:11][CH:10]([C:14]3[O:15][C:18]([C:19]4[CH:20]=[CH:21][C:22]([F:25])=[CH:23][CH:24]=4)=[N:17][N:16]=3)[CH2:9]2)=[O:7])=[CH:4][CH:3]=1. Reported procedure: A mixture of 4-fluoro-benzoic acid N′-[(S)-1-(4-fluoro-benzoyl)-piperidine-3-carbonyl]-hydrazide (100 mg, 0.26 mmol), 4-toluenesulfonyl chloride (60 mg, 0.31 mmol), solid supported 2-tert-Butylimino-2-diethylamino-1,3-dimethyl-perhydro-1,3,2-diaza-phosphorine (PS-BEMP, ex Fluka, 586 mg, 1.3 mmol, loading 2.2 mmol/g) in dry tetrahydrofuran (6 mL) was irradiated by microwaves under the following conditions: MW cycle: t=1 min, P=100 W, cooling time=2 min. After 5 MW cycles, the resin was filtered o... Starting materials: ClC1=CC=C(C=C1)C1=C(C=CC=C1)[C@@H](C1CCN(CC1)C1=CC=C(C(=O)O)C=C1)O ((R)-4-(4-((4′-chlorobiphenyl-2-yl)(hydroxy)methyl)piperidin-1-yl)benzoic acid), ClC1=CC=C(C=C1)C1=C(C=CC=C1)[C@@H](C1CCN(CC1)C1=CC=C(C(=O)O)C=C1)O ((R)-4-(4-((4′-chlorobiphenyl-2-yl)(hydroxy)methyl)piperidin-1-yl)benzoic acid), [Si](C1=CC=CC=C1)(C1=CC=CC=C1)(C(C)(C)C)O[C@H](CN1CCN(CC1)CC[C@H](CSC1=CC=CC=C1)NC1=C(C=C(C=C1)S(=O)(=O)N)S(=O)(=O)C(F)(F)F)CF (4-((R)-4-(4-((R)-2-(tert-butyldiphenylsilyloxy)-3-fluoropropyl)piperazin-1-yl)-1-(phenylthio)butan-2-ylamino)-3-(trifluoromethylsulfonyl)benzenesulfonamide), [Si](C1=CC=CC=C1)(C1=CC=CC=C1)(C(C)(C)C)O[C@@H](CN1CCN(CC1)CC[C@H](CSC1=CC=CC=C1)NC1=C(C=C(C=C1)S(=O)(=O)N)S(=O)(=O)C(F)(F)F)CF (4-((R)-4-(4-((S)-2-(tert-butyldiphenylsilyloxy)-3-fluoropropyl)piperazin-1-yl)-1-(phenylthio)butan-2-ylamino)-3-(trifluoromethylsulfonyl)benzenesulfonamide), INTERMEDIATE 39, C(CCl)Cl (EDC). The reagents and catalysts are CN(C)C=1C=CN=CC1 (DMAP). Run at time 8 hour. Product: [Si](C1=CC=CC=C1)(C1=CC=CC=C1)(C(C)(C)C)OC(CN1CCN(CC1)CC[C@H](CSC1=CC=CC=C1)NC1=C(C=C(C=C1)S(=O)(=O)NC(C1=CC=C(C=C1)N1CCC(CC1)[C@@H](O)C1=C(C=CC=C1)C1=CC=C(C=C1)Cl)=O)S(=O)(=O)C(F)(F)F)CF (N-(4-((2R)-4-(4-(2-(tert-butyldiphenylsilyloxy)-3-fluoropropyl)piperazin-1-yl)-1-(phenylthio)butan-2-ylamino)-3-(trifluoromethylsulfonyl)phenylsulfonyl)-4-(4-((R)-(4′-chlorobiphenyl-2-yl)(hydroxy)methyl)piperidin-1-yl)benzamide). RXN SMILES: [Cl:1][C:2]1[CH:7]=[CH:6][C:5]([C:8]2[CH:13]=[CH:12][CH:11]=[CH:10][C:9]=2[C@H:14]([OH:30])[CH:15]2[CH2:20][CH2:19][N:18]([C:21]3[CH:29]=[CH:28][C:24]([C:25](O)=[O:26])=[CH:23][CH:22]=3)[CH2:17][CH2:16]2)=[CH:4][CH:3]=1.[Si:31]([O:48][C@@H:49]([CH2:86][F:87])[CH2:50][N:51]1[CH2:56][CH2:55][N:54]([CH2:57][CH2:58][C@@H:59]([NH:68][C:69]2[CH:74]=[CH:73][C:72]([S:75]([NH2:78])(=[O:77])=[O:76])=[CH:71][C:70]=2[S:79]([C:82]([F:85])([F:84])[F:83])(=[O:81])=[O:80])[CH2:60][S:61][C:62]2[CH:67]=[CH:66][CH:65]=[CH:64][CH:63]=2)[CH2:53][CH2:52]1)([C:44]([CH3:47])([CH3:46])[CH3:45])([C:38]1[CH:43]=[CH:42][CH:41]=[CH:40][CH:39]=1)[C:32]1[CH:37]=[CH:36][CH:35]=[CH:34][CH:33]=1.[Si](O[C@H](CF)CN1CCN(CC[C@@H](NC2C=CC(S(N)(=O)=O)=CC=2S(C(F)(F)F)(=O)=O)CSC2C=CC=CC=2)CC1)(C(C)(C)C)(C1C=CC=CC=1)C1C=CC=CC=1.C(Cl)CCl>CN(C1C=CN=CC=1)C>[Si:31]([O:48][CH:49]([CH2:86][F:87])[CH2:50][N:51]1[CH2:56][CH2:55][N:54]([CH2:57][CH2:58][C@@H:59]([NH:68][C:69]2[CH:74]=[CH:73][C:72]([S:75]([NH:78][C:25](=[O:26])[C:24]3[CH:28]=[CH:29][C:21]([N:18]4[CH2:19][CH2:20][CH:15]([C@H:14]([C:9]5[CH:10]=[CH:11][CH:12]=[CH:13][C:8]=5[C:5]5[CH:4]=[CH:3][C:2]([Cl:1])=[CH:7][CH:6]=5)[OH:30])[CH2:16][CH2:17]4)=[CH:22][CH:23]=3)(=[O:77])=[O:76])=[CH:71][C:70]=2[S:79]([C:82]([F:84])([F:83])[F:85])(=[O:80])=[O:81])[CH2:60][S:61][C:62]2[CH:67]=[CH:66][CH:65]=[CH:64][CH:63]=2)[CH2:53][CH2:52]1)([C:44]([CH3:45])([CH3:46])[CH3:47])([C:38]1[CH:39]=[CH:40][CH:41]=[CH:42][CH:43]=1)[C:32]1[CH:37]=[CH:36][CH:35]=[CH:34][CH:33]=1. Reported procedure: (R)-4-(4-((4′-chlorobiphenyl-2-yl)(hydroxy)methyl)piperidin-1-yl)benzoic acid (INTERMEDIATE 40, 58 mg, 0.14 mmol), 4-((R)-4-(4-((R)-2-(tert-butyldiphenylsilyloxy)-3-fluoropropyl)piperazin-1-yl)-1-(phenylthio)butan-2-ylamino)-3-(trifluoromethylsulfonyl)benzenesulfonamide and 4-((R)-4-(4-((S)-2-(tert-butyldiphenylsilyloxy)-3-fluoropropyl)piperazin-1-yl)-1-(phenylthio)butan-2-ylamino)-3-(trifluoromethylsulfonyl)benzenesulfonamide mixture of diastereomers (INTERMEDIATE 39, 120 mg, 0.14 mmol), DMAP (... The reactants are ClC1=NC=C(C(=O)NC2=CC=C(C=C2)OC(F)(F)Cl)C=C1C1=CC=NN1C1OCCCC1 (6-chloro-N-(4-(chlorodifluoromethoxy)phenyl)-5-(1-(tetrahydro-2H-pyran-2-yl)-1H-pyrazol-5-yl)nicotinamide), C1CC12N(CCNC2)C(=O)OC(C)(C)C (tert-butyl 4,7-diazaspiro[2.5]octane-4-carboxylate). The product is ClC(OC1=CC=C(C=C1)NC(C1=CN=C(C(=C1)C1=CC=NN1)N1CCNC2(CC2)C1)=O)(F)F (N-(4-(Chlorodifluoromethoxy)phenyl)-5-(1H-pyrazol-5-yl)-6-(4,7-diazaspiro[2.5]octan-7-yl)nicotinamide). Reaction SMILES: Cl[C:2]1[C:21]([C:22]2[N:26](C3CCCCO3)[N:25]=[CH:24][CH:23]=2)=[CH:20][C:5]([C:6]([NH:8][C:9]2[CH:14]=[CH:13][C:12]([O:15][C:16]([Cl:19])([F:18])[F:17])=[CH:11][CH:10]=2)=[O:7])=[CH:4][N:3]=1.[CH2:33]1[C:35]2([CH2:40][NH:39][CH2:38][CH2:37][N:36]2C(OC(C)(C)C)=O)[CH2:34]1>>[Cl:19][C:16]([F:17])([F:18])[O:15][C:12]1[CH:13]=[CH:14][C:9]([NH:8][C:6](=[O:7])[C:5]2[CH:20]=[C:21]([C:22]3[NH:26][N:25]=[CH:24][CH:23]=3)[C:2]([N:39]3[CH2:40][C:35]4([CH2:33][CH2:34]4)[NH:36][CH2:37][CH2:38]3)=[N:3][CH:4]=2)=[CH:10][CH:11]=1. Reported procedure: The title compound was prepared in an analogous fashion to that described in Example 33 using 6-chloro-N-(4-(chlorodifluoromethoxy)phenyl)-5-(1-(tetrahydro-2H-pyran-2-yl)-1H-pyrazol-5-yl)nicotinamide (Stage 48.2) and tert-butyl 4,7-diazaspiro[2.5]octane-4-carboxylate to afford an off-white powder. HPLC (Condition 4) tR=4.44 min, UPLC-MS (Condition 3) tR=0.81 min, m/z=475 [M+H]+; 1H-NMR (400 MHz, DMSO-d6) δ ppm 0.27-0.54 (m, 4H) 2.82 (br. s, 2H) 2.96-3.20 (m, 5H) 6.64 (br. s, 1H) 7.32 (d, J=8.21 ... Reported procedure: 2-Hydroxyadipaldehyde (Aldrich) was reacted with amino terminated PEG to form the Schiff base which was hydrogenated with NaBH4 to form the corresponding amine. The di-PEG derivative was reacted with lactide or caprolactone in the presence of stannous octoate to form the PLA or PCL-PEG2 diblock copolymer. Product: OC(C=O)CCCC=O (2-Hydroxyadipaldehyde). Reactants: lactide, C1(CCCCCO1)=O (caprolactone), CCCCC(CC)C(=O)[O-].CCCCC(CC)C(=O)[O-].[Sn+2] (stannous octoate). Reaction SMILES: [C:1]1(=[O:8])[O:7][CH2:6][CH2:5][CH2:4][CH2:3][CH2:2]1.CCCCC(C([O-])=[O:17])CC.CCCCC(C([O-])=O)CC.[Sn+2]>>[OH:17][CH:2]([CH2:3][CH2:4][CH2:5][CH:6]=[O:7])[CH:1]=[O:8] |f:1.2.3|. The reactants are [H-].[Na+] (NaH), CC1=CC=C(C=C1)S(=O)(=O)OCCC=1C=NC(=CC1)C (2-(6-methylpyridin-3-yl)ethyl 4-methylbenzenesulfonate), CN1CC2=C(CC1)NC1=NC=CC=C12 (6-methyl-6,7,8,9-tetrahydro-5H-pyrrolo[2,3-b:4,5-c′]dipyridine). The solvent is CN(C)C=O (DMF), O (water), CN(C)C=O (DMF), CN(C)C=O (DMF). Conditions: time 5 minute. The product is CN1CC2=C(CC1)N(C1=NC=CC=C12)CCC=1C=NC(=CC1)C (6-methyl-9-(2-(6-methylpyridin-3-yl)ethyl)-6,7,8,9-tetrahydro-5H-pyrrolo[2,3-b:4,5-c′]dipyridine). The yield is 27.5%. As a reaction SMILES: [CH3:1][N:2]1[CH2:7][CH2:6][C:5]2[NH:8][C:9]3[C:14]([C:4]=2[CH2:3]1)=[CH:13][CH:12]=[CH:11][N:10]=3.[H-].[Na+].CC1C=CC(S(O[CH2:28][CH2:29][C:30]2[CH:31]=[N:32][C:33]([CH3:36])=[CH:34][CH:35]=2)(=O)=O)=CC=1>CN(C=O)C.O>[CH3:1][N:2]1[CH2:7][CH2:6][C:5]2[N:8]([CH2:28][CH2:29][C:30]3[CH:31]=[N:32][C:33]([CH3:36])=[CH:34][CH:35]=3)[C:9]3[C:14]([C:4]=2[CH2:3]1)=[CH:13][CH:12]=[CH:11][N:10]=3 |f:1.2|. Procedure: To a solution of 6-methyl-6,7,8,9-tetrahydro-5H-pyrrolo[2,3-b:4,5-c′]dipyridine (200 mg, 1.068 mmol) in DMF (1 mL) was added a suspension of NaH (128.0 mg, 3.24 mmol) in DMF (1 mL). After stirring for 5 min. at RT, a solution of 2-(6-methylpyridin-3-yl)ethyl 4-methylbenzenesulfonate (932 mg, 3.204 mmol) in DMF (1 mL) was added dropwise into the reaction mixture and stirring continued for another 3 h. The progress of reaction was monitored by TLC and NMR. The reaction mixture was diluted with wat... The reactants are BrCc1ccccc1, CCOC(C)=O, O=C(OC(c1cccc(F)c1)c1cccc(F)c1)C1CN2CCC1CC2. Yields the product [Br-], O=C(OC(c1cccc(F)c1)c1cccc(F)c1)C1C[N+]2(Cc3ccccc3)CCC1CC2. RXN SMILES: [Br:27][CH2:28][c:29]1[cH:30][cH:31][cH:32][cH:33][cH:34]1.[CH3:35][CH2:36][O:37][C:38]([CH3:39])=[O:40].[N:1]12[CH2:2][CH:3]([C:9](=[O:10])[O:11][CH:12]([c:13]3[cH:14][c:15]([F:19])[cH:16][cH:17][cH:18]3)[c:20]3[cH:21][c:22]([F:26])[cH:23][cH:24][cH:25]3)[CH:4]([CH2:5][CH2:6]1)[CH2:7][CH2:8]2>>[Br-:27].[N+:1]12([CH2:28][c:29]3[cH:30][cH:31][cH:32][cH:33][cH:34]3)[CH2:2][CH:3]([C:9](=[O:10])[O:11][CH:12]([c:13]3[cH:14][c:15]([F:19])[cH:16][cH:17][cH:18]3)[c:20]3[cH:21][c:22]([F:26])[cH:23][cH:24][cH:25]3)[CH:4]([CH2:5][CH2:6]1)[CH2:7][CH2:8]2. Reactants: BrB(Br)Br, COc1ccccc1-c1noc(C)c1C(=O)N1CCN(c2cc(NC(=O)c3ccc(N(C)C)cc3)c([N+](=O)[O-])cc2Cl)CC1, ClCCl. Product: Cc1onc(-c2ccccc2O)c1C(=O)N1CCN(c2cc(NC(=O)c3ccc(N(C)C)cc3)c([N+](=O)[O-])cc2Cl)CC1. RXN SMILES: [B:45]([Br:46])([Br:47])[Br:48].[Cl:1][c:2]1[cH:3][c:4]([N+:42](=[O:43])[O-:44])[c:5]([NH:30][C:31]([c:32]2[cH:33][cH:34][c:35]([N:38]([CH3:39])[CH3:40])[cH:36][cH:37]2)=[O:41])[cH:6][c:7]1[N:8]1[CH2:9][CH2:10][N:11]([C:14](=[O:15])[c:16]2[c:17](-[c:22]3[c:23]([O:28][CH3:29])[cH:24][cH:25][cH:26][cH:27]3)[n:18][o:19][c:20]2[CH3:21])[CH2:12][CH2:13]1.[Cl:49][CH2:50][Cl:51]>>[Cl:1][c:2]1[cH:3][c:4]([N+:42](=[O:43])[O-:44])[c:5]([NH:30][C:31]([c:32]2[cH:33][cH:34][c:35]([N:38]([CH3:39])[CH3:40])[cH:36][cH:37]2)=[O:41])[cH:6][c:7]1[N:8]1[CH2:9][CH2:10][N:11]([C:14](=[O:15])[c:16]2[c:17](-[c:22]3[c:23]([OH:28])[cH:24][cH:25][cH:26][cH:27]3)[n:18][o:19][c:20]2[CH3:21])[CH2:12][CH2:13]1. Reactants: C1(=CC=CC=C1)CCCN (3-Phenyl-1-propylamine), C(C1=CC=CC=C1)N(CC(=O)O)CC(=O)O (N-benzyliminodiacetic acid). Reaction conditions: temperature 200 celsius, time 1 hour. Product: C1(=CC=CC=C1)CCCN1C(CN(CC1=O)CC1=CC=CC=C1)=O (1-(3-Phenylpropyl)-4-benzyl-2,6-piperazinedione). Yield: 63.9%. Reaction SMILES: [C:1]1([CH2:7][CH2:8][CH2:9][NH2:10])[CH:6]=[CH:5][CH:4]=[CH:3][CH:2]=1.[CH2:11]([N:18]([CH2:23][C:24](O)=[O:25])[CH2:19][C:20](O)=[O:21])[C:12]1[CH:17]=[CH:16][CH:15]=[CH:14][CH:13]=1>>[C:1]1([CH2:7][CH2:8][CH2:9][N:10]2[C:20](=[O:21])[CH2:19][N:18]([CH2:11][C:12]3[CH:13]=[CH:14][CH:15]=[CH:16][CH:17]=3)[CH2:23][C:24]2=[O:25])[CH:6]=[CH:5][CH:4]=[CH:3][CH:2]=1. Procedure details: 3-Phenyl-1-propylamine (3.63 g) and N-benzyliminodiacetic acid (6.0 g) was mixed and heated to 200° C. under a nitrogen atmosphere. The mixture was stirred at this temperature for 1 h, cooled and purified by column chromatography (SiO2, 40°-60° C. petroleum ether/chloroform) to give the title material as a pale orange liquid (5.53 g, 64%). The yield is 96.0%. RXN SMILES: [F:1][C:2]1[CH:3]=[C:4]([C:17]23[CH2:24][CH2:23][C:20]([CH2:25][CH2:26][O:27][CH2:28][C:29](O)=[O:30])([CH2:21][CH2:22]2)[CH2:19][O:18]3)[CH:5]=[C:6]([O:8][C:9]2[CH:14]=[CH:13][C:12]([CH3:15])=[C:11]([F:16])[CH:10]=2)[CH:7]=1.C1C=CC2[N:40]([OH:41])N=NC=2C=1.[CH2:42](Cl)[CH2:43]Cl.CN(C=O)C.[CH2:51]1C[O:54][CH2:53][CH2:52]1>>[F:1][C:2]1[CH:3]=[C:4]([C:17]23[CH2:24][CH2:23][C:20]([CH2:25][CH2:26][O:27][CH2:28][C:29]([NH:40][O:41][CH:43]4[CH2:42][CH2:51][CH2:52][CH2:53][O:54]4)=[O:30])([CH2:21][CH2:22]2)[CH2:19][O:18]3)[CH:5]=[C:6]([O:8][C:9]2[CH:14]=[CH:13][C:12]([CH3:15])=[C:11]([F:16])[CH:10]=2)[CH:7]=1. Run at time 8 hour. Reported procedure: To a mixture of 2-(2-(1-(3-fluoro-5-(3-fluoro-4-methylphenoxy)phenyl)-2-oxabicyclo[2.2.2]octan-4-yl)ethoxy)acetic acid (23 mg, 0.053 mmol), HOBT (10 mg, 0.064 mmol), EDC (12 mg, 0.064 mmol) in THF (1 mL)/DMF (1 mL) was added 0-(tetrahydro-2H-pyran-2-yl)hydroxylamine (7.5 mg, 0.064 mmol) and TEA (0.074 mL, 0.53 mmol). The reaction mixture was stirred at rt overnight. After volatiles were removed in vacuo, the residue was dissolved in EtOAc (5 mL), then successively washed with 10% aq. citric acid... The reactants are FC=1C=C(C=C(C1)OC1=CC(=C(C=C1)C)F)C12OCC(CC1)(CC2)CCOCC(=O)O (2-(2-(1-(3-fluoro-5-(3-fluoro-4-methylphenoxy)phenyl)-2-oxabicyclo[2.2.2]octan-4-yl)ethoxy)acetic acid), C=1C=CC2=C(C1)N=NN2O (HOBT), C(CCl)Cl (EDC), CN(C)C=O (DMF), C1CCOC1 (THF), 0-(tetrahydro-2H-pyran-2-yl)hydroxylamine, TEA. Product: FC=1C=C(C=C(C1)OC1=CC(=C(C=C1)C)F)C12OCC(CC1)(CC2)CCOCC(=O)NOC2OCCCC2 (2-(2-(1-(3-Fluoro-5-(3-fluoro-4-methylphenoxy)phenyl)-2-oxabicyclo[2.2.2]octan-4-yl)ethoxy)-N-(tetrahydro-2H-pyran-2-yloxy)acetamide).